describe an organic reaction: reactants, conditions, products, and yield From a dataset of the Open Reaction Database (ORD), a public repository of structured organic reaction records. Reaction SMILES: [NH2:1][C:2]1[CH:3]=[CH:4][C:5]2[CH:14]=[CH:13][C:12]3[N:11]=[C:10]([NH:15]C(=O)C(C)(C)C)[NH:9][C:8](=[O:22])[C:7]=3[C:6]=2[CH:23]=1.[OH-].[Na+]>>[NH2:15][C:10]1[NH:9][C:8](=[O:22])[C:7]2[C:6]3[CH:23]=[C:2]([NH2:1])[CH:3]=[CH:4][C:5]=3[CH:14]=[CH:13][C:12]=2[N:11]=1 |f:1.2|. Procedure details: N-(9-Amino-1,2-dihydro-1-oxobenzo[f]quinazolin-3-yl)pivalamide (0.065 g, 0.2 mmole) was reacted with aqueous sodium hydroxide in the same manner as in example 2. The product was precipitated from the basic reaction mixture with acetic acid, filtered and washed with water to give 3,9-diaminobenzo[f]quinazolin-1(2H)-one as a tan solid. (0.04 g, 84%) 1H NMR(DMSO-d6, 300 MHz) δ: 5.54(br s, 2H, NH2); 6.35(br s, 2H, NH2); 6.80(dd, J=8.5, 2.3 Hz, 1H, Ar); 6.87(d, J=8.6 Hz, 1H, Ar); 7.52(d, J=8.6 Hz, 1H... Product: NC1=NC=2C=CC3=C(C2C(N1)=O)C=C(C=C3)N (3,9-diaminobenzo[f]quinazolin-1(2H)-one). Starting materials: NC=1C=CC2=C(C=3C(NC(=NC3C=C2)NC(C(C)(C)C)=O)=O)C1 (N-(9-Amino-1,2-dihydro-1-oxobenzo[f]quinazolin-3-yl)pivalamide), [OH-].[Na+] (sodium hydroxide).